From a dataset of the Open Reaction Database (ORD), a public repository of structured organic reaction records. describe an organic reaction: reactants, conditions, products, and yield Starting materials: CC(C)(C)N, C1CCOC1, CC(C)(C)Cc1cc(C(=O)O)no1, CCN=C=NCCCN(C)C, CC#N, On1nnc2ccccc21. Yields the product CC(C)(C)Cc1cc(C(=O)NC(C)(C)C)no1. Reaction SMILES: [C:35]([CH3:36])([CH3:37])([CH3:38])[NH2:39].[CH2:40]1[O:41][CH2:42][CH2:43][CH2:44]1.[CH3:1][C:2]([CH2:3][c:4]1[cH:5][c:6]([C:9](=[O:10])[OH:11])[n:7][o:8]1)([CH3:12])[CH3:13].[CH3:24][CH2:25][N:26]=[C:27]=[N:28][CH2:29][CH2:30][CH2:31][N:32]([CH3:33])[CH3:34].[CH3:45][C:46]#[N:47].[OH:14][n:15]1[c:16]2[c:17]([cH:18][cH:19][cH:20][cH:21]2)[n:22][n:23]1>>[CH3:1][C:2]([CH2:3][c:4]1[cH:5][c:6]([C:9](=[O:11])[NH:39][C:35]([CH3:36])([CH3:37])[CH3:38])[n:7][o:8]1)([CH3:12])[CH3:13].